Dataset: the Open Reaction Database (ORD), a public repository of structured organic reaction records. Task: describe an organic reaction: reactants, conditions, products, and yield Solvent: ClCCl (dichloromethane). Run at time 2.5 hour. Procedure: To a solution of 150 mg (0.47 mmol) of 6-benzo[b]thiophen-7-yl-6-methyl-4-trifluoromethylhept-1-yn-4-ol in 15 mL of dichloromethane was added 280 mg (˜1.2 mmol) of m-chloroperoxybenzoic acid. After stirring at room temperature for 2.5 hours, the reaction mixture was poured into 30 mL of 1N aqueous NaOH solution and extracted with two 30 mL portions of dichloromethane. The combined organic layers were dried over sodium sulfate, filtered, and concentrated in vacuo. The crude 6-(1,1-dioxo-1H-1λ6-be... Yields the product O=S1(C2=C(C=C1)C=CC=C2C(CC(CC#C)(O)C(F)(F)F)(C)C)=O (6-(1,1-dioxo-1H-1λ6-benzo[b]thiophen-7-yl)-6-methyl-4-trifluoromethylhept-1-yn-4-ol). RXN SMILES: [S:1]1[CH:5]=[CH:4][C:3]2[CH:6]=[CH:7][CH:8]=[C:9]([C:10]([CH3:22])([CH3:21])[CH2:11][C:12]([C:17]([F:20])([F:19])[F:18])([OH:16])[CH2:13][C:14]#[CH:15])[C:2]1=2.ClC1C=C(C=CC=1)C(OO)=[O:28].[OH-:34].[Na+]>ClCCl>[O:34]=[S:1]1(=[O:28])[CH:5]=[CH:4][C:3]2[CH:6]=[CH:7][CH:8]=[C:9]([C:10]([CH3:22])([CH3:21])[CH2:11][C:12]([C:17]([F:18])([F:19])[F:20])([OH:16])[CH2:13][C:14]#[CH:15])[C:2]1=2 |f:2.3|. Reactants: S1C2=C(C=C1)C=CC=C2C(CC(CC#C)(O)C(F)(F)F)(C)C (6-benzo[b]thiophen-7-yl-6-methyl-4-trifluoromethylhept-1-yn-4-ol), ClC=1C=C(C(=O)OO)C=CC1 (m-chloroperoxybenzoic acid), [OH-].[Na+] (NaOH). Reactants: O1C(=CC=C1)C=1C=C(NN1)C(=O)O (5-(2-furyl)-2H-pyrazole-3-carboxylic acid), N[C@H](CN1N=C(C=C1)C1=CC(=C(C#N)C=C1)Cl)C ((S)-4-(1-(2-aminopropyl)-1H-pyrazol-3-yl)-2-chlorobenzonitrile). Yields the product ClC=1C=C(C=CC1C#N)C1=NN(C=C1)C[C@H](C)NC(=O)C1=CC(=NN1)C=1OC=CC1 ((S)—N-(1-(3-(3-chloro-4-cyanophenyl)-1H-pyrazol-1-yl)propan-2-yl)-3-(furan-2-yl)-1H-pyrazole-5-carboxamide). Yield: 17.0%. As a reaction SMILES: [O:1]1[CH:5]=[CH:4][CH:3]=[C:2]1[C:6]1[CH:7]=[C:8]([C:11]([OH:13])=O)[NH:9][N:10]=1.[NH2:14][C@@H:15]([CH3:31])[CH2:16][N:17]1[CH:21]=[CH:20][C:19]([C:22]2[CH:29]=[CH:28][C:25]([C:26]#[N:27])=[C:24]([Cl:30])[CH:23]=2)=[N:18]1>>[Cl:30][C:24]1[CH:23]=[C:22]([C:19]2[CH:20]=[CH:21][N:17]([CH2:16][C@@H:15]([NH:14][C:11]([C:8]3[NH:9][N:10]=[C:6]([C:2]4[O:1][CH:5]=[CH:4][CH:3]=4)[CH:7]=3)=[O:13])[CH3:31])[N:18]=2)[CH:29]=[CH:28][C:25]=1[C:26]#[N:27]. Reported procedure: The title compound was prepared using the method of Example 34(d) starting from 5-(2-furyl)-2H-pyrazole-3-carboxylic acid (3.42 g, 19.18 mmol) and (S)-4-(1-(2-aminopropyl)-1H-pyrazol-3-yl)-2-chlorobenzonitrile (5 g, 19.18 mmol). The product was purified by flash chromatography and recrystallization from acetonitrile, respectively. Yield 16.97%. 1H-NMR (400 MHz; CDCl3): δ 1.26 (d, 3H), 4.30 (dd, 1H), 4.42 (dd, 1H), 4.53-4.63 (m, 1H), 6.50 (dd, 1H), 6.62 (d, 1H), 6.67 (d, 1H), 6.94 (s, 1H), 7.48 (... The reactants are BrCCO (2-bromoethanol), [OH-].[Na+] (NaOH), BrC=1C=C(C=NC1)C1=CC=C(C=C1)C(C)(C)N (1-[4-(5-bromo-pyridin-3-yl)-phenyl]-1-methyl-ethylamine), BrC=1C=C(C=NC1)C1=CC=C(C=C1)C(C)(C)N (1-[4-(5-bromo-pyridin-3-yl)-phenyl]-1-methyl-ethylamine), [H-].[Na+] (NaH). Run in CN(C)C=O (DMF). Run at time 30 minute. Product: BrC=1C=C(C=NC1)C1=CC=C(C=C1)C(C)(C)NCCO (2-{1-[4-(5-Bromo-pyridin-3-yl)-phenyl]-1-methyl-ethylamino}-ethanol). As a reaction SMILES: [Br:1][C:2]1[CH:3]=[C:4]([C:8]2[CH:13]=[CH:12][C:11]([C:14]([NH2:17])([CH3:16])[CH3:15])=[CH:10][CH:9]=2)[CH:5]=[N:6][CH:7]=1.[H-].[Na+].Br[CH2:21][CH2:22][OH:23].[OH-].[Na+]>CN(C=O)C>[Br:1][C:2]1[CH:3]=[C:4]([C:8]2[CH:13]=[CH:12][C:11]([C:14]([NH:17][CH2:21][CH2:22][OH:23])([CH3:15])[CH3:16])=[CH:10][CH:9]=2)[CH:5]=[N:6][CH:7]=1 |f:1.2,4.5|. Procedure: To a solution of 1-[4-(5-bromo-pyridin-3-yl)-phenyl]-1-methyl-ethylamine (Intermediate 229) (1 eq, 1.72 mmol, 500 mg) in DMF (10 ml) is added NaH (1.2 eq, 2.06 mmol, 82 mg) and the resulting mixture is stirred for 30 min at r.t. Then 2-bromoethanol (Sigma-Aldrich, St. Louis, USA) (2 eq, 3.43 mmol, 0.24 ml) is added, and the mixture is heated at 100° C. for 4 h. 2 M aqueous NaOH is added, and the mixture is extracted with DCM. The reactants are CCOC1CC2(C)C(CCC3C4CC(O)C(Br)C4(C)CC(N(C)C)C32)CC1O, O=C([O-])[O-], CO, [K+], [K+], O. The product is CCOC1CC2(C)C(CCC3C4CC5OC5C4(C)CC(N(C)C)C32)CC1O. As a reaction SMILES: [Br:1][CH:2]1[C:3]2([CH3:4])[CH:5]([CH2:6][CH:7]1[OH:8])[CH:9]1[CH2:10][CH2:11][CH:12]3[CH2:13][CH:14]([OH:28])[CH:15]([O:25][CH2:26][CH3:27])[CH2:16][C:17]3([CH3:18])[CH:19]1[CH:20]([N:22]([CH3:23])[CH3:24])[CH2:21]2.[C:30](=[O:31])([O-:32])[O-:33].[CH3:36][OH:37].[K+:34].[K+:35].[OH2:29]>>[CH:2]12[C:3]3([CH3:4])[CH:5]([CH2:6][CH:7]1[O:8]2)[CH:9]1[CH2:10][CH2:11][CH:12]2[CH2:13][CH:14]([OH:28])[CH:15]([O:25][CH2:26][CH3:27])[CH2:16][C:17]2([CH3:18])[CH:19]1[CH:20]([N:22]([CH3:23])[CH3:24])[CH2:21]3. Procedure details: To a solution of 5-(2-fluoro-4-nitrophenoxy)-1-(tetrahydro-2H-pyran-2-yl)-N-(tetrahydro-2H-pyran-4-yl)-1H-indazole-6-carboxamide (0.49 g, 1.0 mmol) in MeOH (50 mL) is added Pd/C (100 mg, 10% wt) under N2. The resulting mixture is degassed by evacuation and backfilled with nitrogen. Then the reaction mixture is stirred at RT under H2 atmosphere overnight. The solid is removed by filtration and the filtrate is concentrated to give a crude product (0.42 g, 91.4% yield). MS (m/z): 455.1 (M+H). Conditions: time 8 hour. Reaction SMILES: [F:1][C:2]1[CH:32]=[C:31]([N+:33]([O-])=O)[CH:30]=[CH:29][C:3]=1[O:4][C:5]1[CH:6]=[C:7]2[C:11](=[CH:12][C:13]=1[C:14]([NH:16][CH:17]1[CH2:22][CH2:21][O:20][CH2:19][CH2:18]1)=[O:15])[N:10]([CH:23]1[CH2:28][CH2:27][CH2:26][CH2:25][O:24]1)[N:9]=[CH:8]2>CO.[Pd]>[NH2:33][C:31]1[CH:30]=[CH:29][C:3]([O:4][C:5]2[CH:6]=[C:7]3[C:11](=[CH:12][C:13]=2[C:14]([NH:16][CH:17]2[CH2:22][CH2:21][O:20][CH2:19][CH2:18]2)=[O:15])[N:10]([CH:23]2[CH2:28][CH2:27][CH2:26][CH2:25][O:24]2)[N:9]=[CH:8]3)=[C:2]([F:1])[CH:32]=1. The reactants are FC1=C(OC=2C=C3C=NN(C3=CC2C(=O)NC2CCOCC2)C2OCCCC2)C=CC(=C1)[N+](=O)[O-] (5-(2-fluoro-4-nitrophenoxy)-1-(tetrahydro-2H-pyran-2-yl)-N-(tetrahydro-2H-pyran-4-yl)-1H-indazole-6-carboxamide). Product: NC1=CC(=C(OC=2C=C3C=NN(C3=CC2C(=O)NC2CCOCC2)C2OCCCC2)C=C1)F (5-(4-Amino-2-fluorophenoxy)-1-(tetrahydro-2H-pyran-2-yl)-N-(tetrahydro-2H-pyran-4-yl)-1H-indazole-6-carboxamide). The solvent is CO (MeOH). Reagents/catalysts: [Pd] (Pd/C). Yield: 92.4%. Starting materials: CN=C(Cl)c1ccccc1, CC#N, [Na], CN(C)C=O, O, O=C1c2ccccc2C(=O)N1O. The product is CN=C(ON1C(=O)c2ccccc2C1=O)c1ccccc1. As a reaction SMILES: [CH3:14][N:15]=[C:16]([c:17]1[cH:18][cH:19][cH:20][cH:21][cH:22]1)[Cl:23].[CH3:30][C:31]#[N:32].[Na:1].[O:25]=[CH:26][N:27]([CH3:28])[CH3:29].[OH2:24].[OH:2][N:3]1[C:4](=[O:13])[c:5]2[c:6]([cH:9][cH:10][cH:11][cH:12]2)[C:7]1=[O:8]>>[O:2]([N:3]1[C:4](=[O:13])[c:5]2[c:6]([cH:9][cH:10][cH:11][cH:12]2)[C:7]1=[O:8])[C:16](=[N:15][CH3:14])[c:17]1[cH:18][cH:19][cH:20][cH:21][cH:22]1. Reported procedure: The reaction of molecular equivalents of 6-methylsulfonylbenz(cd)indol-2-thiol, 3-(1H-imidazol-1-yl)propanamine, mercuric acetate, and sufficient refluxing ethanol to permit stirring, by the procedure of Example 55 gives the title compound. Product: N1(C=NC=C1)CCCNC1=NC2=CC=C(C=3C2=C1C=CC3)S(=O)(=O)C (N-(3-(1H-imidazol-1-yl)propyl)-6-methylsulfonylbenz(cd)indol-2-amine). Solvent: C(C)O (ethanol). As a reaction SMILES: [CH3:1][S:2]([C:5]1[C:6]2[C:7]3[C:11](=[CH:12][CH:13]=1)[N:10]=[C:9](S)[C:8]=3[CH:15]=[CH:16][CH:17]=2)(=[O:4])=[O:3].[N:18]1([CH2:23][CH2:24][CH2:25][NH2:26])[CH:22]=[CH:21][N:20]=[CH:19]1>C(O)C>[N:18]1([CH2:23][CH2:24][CH2:25][NH:26][C:9]2[C:8]3[CH:15]=[CH:16][CH:17]=[C:6]4[C:7]=3[C:11](=[CH:12][CH:13]=[C:5]4[S:2]([CH3:1])(=[O:4])=[O:3])[N:10]=2)[CH:22]=[CH:21][N:20]=[CH:19]1. The reactants are CS(=O)(=O)C=1C=2C3=C(C(=NC3=CC1)S)C=CC2 (6-methylsulfonylbenz(cd)indol-2-thiol), N1(C=NC=C1)CCCN (3-(1H-imidazol-1-yl)propanamine), mercuric acetate. Starting materials: (+)-(4aR)-(10bR)-4-methyl-10b-methyl-1,2,3,4,4a,5,6,10b-octahydrobenzo[f]quinolin-3-one 8-boronic acid, S(=O)(=O)(C1=CC=C(C)C=C1)N1C=CC2=CC(=CC=C12)Br (N-tosyl-5-bromoindole), C([O-])([O-])=O.[Na+].[Na+] (sodium carbonate), C1CCOC1 (THF). The reagents and catalysts are [Pd].C1(=CC=CC=C1)P(C1=CC=CC=C1)C1=CC=CC=C1.C1(=CC=CC=C1)P(C1=CC=CC=C1)C1=CC=CC=C1.C1(=CC=CC=C1)P(C1=CC=CC=C1)C1=CC=CC=C1.C1(=CC=CC=C1)P(C1=CC=CC=C1)C1=CC=CC=C1 (tetrakis (triphenylphosphine) palladium (0)). The solvent is C(C)(=O)OCC (ethyl acetate). The product is CN1C(CC[C@@]2(C3=C(CC[C@@H]12)C=C(C=C3)C=3C=C1C=CN(C1=CC3)S(=O)(=O)C3=CC=C(C=C3)C)C)=O ((+)-(4aR)-(10bR)-4-methyl-8-(1-p-toluenesulfonylindol-5-yl)-10b-methyl-1,2,3,4,4a,5,6,10b-octahydrobenzo[f]quinolin-3one). Yield: 15.0%. As a reaction SMILES: [S:1]([N:11]1[C:19]2[C:14](=[CH:15][C:16](Br)=[CH:17][CH:18]=2)[CH:13]=[CH:12]1)([C:4]1[CH:10]=[CH:9][C:7]([CH3:8])=[CH:6][CH:5]=1)(=[O:3])=[O:2].[C:21](=[O:24])([O-])[O-].[Na+].[Na+].[CH2:27]1[CH2:31]O[CH2:29][CH2:28]1>C(OCC)(=O)C.[Pd].C1(P(C2C=CC=CC=2)C2C=CC=CC=2)C=CC=CC=1.C1(P(C2C=CC=CC=2)C2C=CC=CC=2)C=CC=CC=1.C1(P(C2C=CC=CC=2)C2C=CC=CC=2)C=CC=CC=1.C1(P(C2C=CC=CC=2)C2C=CC=CC=2)C=CC=CC=1>[CH3:19][N:11]1[C@H:12]2[C@@:27]([CH3:31])([C:27]3[CH:31]=[CH:10][C:4]([C:16]4[CH:15]=[C:14]5[C:19](=[CH:18][CH:17]=4)[N:11]([S:1]([C:4]4[CH:10]=[CH:9][C:7]([CH3:8])=[CH:6][CH:5]=4)(=[O:3])=[O:2])[CH:12]=[CH:13]5)=[CH:5][C:28]=3[CH2:29][CH2:13]2)[CH2:28][CH2:29][C:21]1=[O:24] |f:1.2.3,6.7.8.9.10|. Procedure: A 15 mL round bottom flask was charged with (+)-(4aR)-(10bR)-4-methyl-10b-methyl-1,2,3,4,4a,5,6,10b-octahydrobenzo[f]quinolin-3-one-8-boronic acid (178 mg, 0.65 mmol), tetrakis (triphenylphosphine) palladium (0) (23 mg, 0.02 mmol), N-tosyl-5-bromoindole (228 mg, 0.65 mmol), 0.65 mL of sodium carbonate and 2 mL of THF, fitted with a reflux condenser, and the stirred mixture was heated at 80°, under nitrogen, for 24 h. The mixture was cooled, diluted with ethyl acetate (75 mL) and washed with brin...